Dataset: the Open Reaction Database (ORD), a public repository of structured organic reaction records. Task: describe an organic reaction: reactants, conditions, products, and yield The reactants are C(C)(C)(C)OC([C@H](CC1=CC(=C(C=C1)N1S(NC(C1)=O)(=O)=O)OCC1=CC=CC=C1)NC(C)=O)=O ((S)-2-acetylamino-3-[3-benzyloxy-4-(1,1,4-trioxo-1,2,5-thiadiazolidin-2-yl)-phenyl]-propionic acid tert-butyl ester). Solvent: C(=O)(C(F)(F)F)O.C(Cl)Cl (TFA methylene chloride). The product is C(C)(=O)N[C@H](C(=O)O)CC1=CC(=C(C=C1)N1S(NC(C1)=O)(=O)=O)OCC1=CC=CC=C1 ((S)-2-Acetylamino-3-[3-benzyloxy-4-(1,1,4-trioxo-1,2,5-thiadiazolidin-2-yl)-phenyl]-propionic Acid). Reaction SMILES: C([O:5][C:6](=[O:35])[C@@H:7]([NH:31][C:32](=[O:34])[CH3:33])[CH2:8][C:9]1[CH:14]=[CH:13][C:12]([N:15]2[CH2:19][C:18](=[O:20])[NH:17][S:16]2(=[O:22])=[O:21])=[C:11]([O:23][CH2:24][C:25]2[CH:30]=[CH:29][CH:28]=[CH:27][CH:26]=2)[CH:10]=1)(C)(C)C>C(O)(C(F)(F)F)=O.C(Cl)Cl>[C:32]([NH:31][C@@H:7]([CH2:8][C:9]1[CH:14]=[CH:13][C:12]([N:15]2[CH2:19][C:18](=[O:20])[NH:17][S:16]2(=[O:22])=[O:21])=[C:11]([O:23][CH2:24][C:25]2[CH:26]=[CH:27][CH:28]=[CH:29][CH:30]=2)[CH:10]=1)[C:6]([OH:35])=[O:5])(=[O:34])[CH3:33] |f:1.2|. Reported procedure: A solution of (S)-2-acetylamino-3-[3-benzyloxy-4-(1,1,4-trioxo-1,2,5-thiadiazolidin-2-yl)-phenyl]-propionic acid tert-butyl ester (100 mg) in TFA/methylene chloride (1:1) is stirred at RT for 20 min. The solvent is removed under reduced pressure to give the title compound. The reactants are CC1(N2CCNCC2)CC1, ClCCl, O=S(=O)(Cl)c1ccccc1C(F)(F)F. Product: CC1(N2CCN(S(=O)(=O)c3ccccc3C(F)(F)F)CC2)CC1. As a reaction SMILES: [CH3:1][C:2]1([N:5]2[CH2:6][CH2:7][NH:8][CH2:9][CH2:10]2)[CH2:3][CH2:4]1.[Cl:25][CH2:26][Cl:27].[F:11][C:12]([c:13]1[c:14]([S:19](=[O:20])(=[O:21])[Cl:22])[cH:15][cH:16][cH:17][cH:18]1)([F:23])[F:24]>>[CH3:1][C:2]1([N:5]2[CH2:6][CH2:7][N:8]([S:19]([c:14]3[c:13]([C:12]([F:11])([F:23])[F:24])[cH:18][cH:17][cH:16][cH:15]3)(=[O:20])=[O:21])[CH2:9][CH2:10]2)[CH2:3][CH2:4]1.